This data is from the Open Reaction Database (ORD), a public repository of structured organic reaction records. The task is: describe an organic reaction: reactants, conditions, products, and yield The reactants are [OH-].[Na+] (Sodium hydroxide), S1C(=NC2=C1C=CC=C2)C=CC2=CC=C(C(=O)NC1=C(OCC(=O)OCC)C=CC(=C1)CCCS(=O)(=O)C1=CC=C(C=C1)Cl)C=C2 (ethyl 2-[4-[2-(2-benzothiazolyl)vinyl]benzoylamino]-4-[3-(4-chlorophenylsulfonyl)propyl]phenoxyacetate). Solvent: O1CCCC1 (tetrahydrofuran). Run at time 2 hour. Yields the product S1C(=NC2=C1C=CC=C2)C=CC2=CC=C(C(=O)NC1=C(OCC(=O)O)C=CC(=C1)CCCS(=O)(=O)C1=CC=C(C=C1)Cl)C=C2 (2-[4-[2-(2-benzothiazolyl)vinyl]benzoylamino]-4-[3-(4-chlorophenylsulfonyl)propyl]phenoxyacetic acid). Yield: 82.8%. RXN SMILES: [OH-].[Na+].[S:3]1[C:7]2[CH:8]=[CH:9][CH:10]=[CH:11][C:6]=2[N:5]=[C:4]1[CH:12]=[CH:13][C:14]1[CH:48]=[CH:47][C:17]([C:18]([NH:20][C:21]2[CH:33]=[C:32]([CH2:34][CH2:35][CH2:36][S:37]([C:40]3[CH:45]=[CH:44][C:43]([Cl:46])=[CH:42][CH:41]=3)(=[O:39])=[O:38])[CH:31]=[CH:30][C:22]=2[O:23][CH2:24][C:25]([O:27]CC)=[O:26])=[O:19])=[CH:16][CH:15]=1>O1CCCC1>[S:3]1[C:7]2[CH:8]=[CH:9][CH:10]=[CH:11][C:6]=2[N:5]=[C:4]1[CH:12]=[CH:13][C:14]1[CH:15]=[CH:16][C:17]([C:18]([NH:20][C:21]2[CH:33]=[C:32]([CH2:34][CH2:35][CH2:36][S:37]([C:40]3[CH:45]=[CH:44][C:43]([Cl:46])=[CH:42][CH:41]=3)(=[O:39])=[O:38])[CH:31]=[CH:30][C:22]=2[O:23][CH2:24][C:25]([OH:27])=[O:26])=[O:19])=[CH:47][CH:48]=1 |f:0.1|. Reported procedure: 10% Sodium hydroxide aqueous solution (6 ml) was added at room temperature to a mixture of ethyl 2-[4-[2-(2-benzothiazolyl)vinyl]benzoylamino]-4-[3-(4-chlorophenylsulfonyl)propyl]phenoxyacetate (196 mg, 0.29 mmol) and tetrahydrofuran (10 ml), and the reaction solution was stirred at room temperature for 2 hours. The reaction solution was concentrated under reduced pressure, water was added the resulting residue, and then the solution was adjusted to pH 1 by adding concentrated hydrochloric acid.... Reactants: O1CCN(CC1)C1=CC=C(C=C1)C=1OC(C(CN1)O)C1=CC=CC=C1 ((5RS, 6SR)-2-(4-morpholinophenyl)-6-phenyl-5,6-dihydro-4H-1,3-oxazin-5-ol), C1(=CC=CC=C1)N=C=O (phenyl isocyanate). The product is C(C)(=O)OCC.C(C)(C)OC(C)C (ethyl acetate isopropyl ether), O1CCN(CC1)C1=CC=C(C=C1)C=1OC(C(CN1)OC(NC1=CC=CC=C1)=O)C1=CC=CC=C1 ((5RS, 6SR)-2-(4-morpholinophenyl)-6-phenyl-5-phenylcarbamoyloxy-5,6-dihydro-4H-1,3-oxazine). Yield: 74.0%. As a reaction SMILES: [O:1]1[CH2:6][CH2:5][N:4]([C:7]2[CH:12]=[CH:11][C:10]([C:13]3[O:14][CH:15]([C:20]4[CH:25]=[CH:24][CH:23]=[CH:22][CH:21]=4)[CH:16]([OH:19])[CH2:17][N:18]=3)=[CH:9][CH:8]=2)[CH2:3][CH2:2]1.[C:26]1([N:32]=[C:33]=[O:34])[CH:31]=[CH:30][CH:29]=[CH:28][CH:27]=1>>[C:2]([O:1][CH2:6][CH3:5])(=[O:34])[CH3:3].[CH:15]([O:14][CH:13]([CH3:10])[CH3:26])([CH3:16])[CH3:20].[O:1]1[CH2:2][CH2:3][N:4]([C:7]2[CH:12]=[CH:11][C:10]([C:13]3[O:14][CH:15]([C:20]4[CH:25]=[CH:24][CH:23]=[CH:22][CH:21]=4)[CH:16]([O:19][C:33](=[O:34])[NH:32][C:26]4[CH:31]=[CH:30][CH:29]=[CH:28][CH:27]=4)[CH2:17][N:18]=3)=[CH:9][CH:8]=2)[CH2:5][CH2:6]1 |f:2.3|. Procedure details: By working in a manner similar to that described in Example 38, but starting with (5RS, 6SR)-2-(4-morpholinophenyl)-6-phenyl-5,6-dihydro-4H-1,3-oxazin-5-ol (1.1 g) and phenyl isocyanate (0.46 g), and after purification of the crude product obtained by chromatography on silica (0.063-0.2 mm; 60 g) contained in a column 2.5 cm in diameter, eluting in 20-cc fractions with an ethyl acetate/methanol mixture (95:5 by volume), recovery and concentration under reduced pressure (2.7 kPa) of fractions 4 t... Starting materials: C(=O)(OC(C)(C)C)N[C@H](CC1=CC(=CC=C1)I)C(=O)O (Boc-3-iodo-D-phenylalanine), O1CCOCC1 (dioxane), Cl (HCl). Yields the product Cl.N[C@@H](C(=O)O)CC1=CC(=CC=C1)I ((R)-2-Amino-3-(3-iodo-phenyl)-propionic acid hydrochloride). As a reaction SMILES: C([NH:8][C@@H:9]([C:18]([OH:20])=[O:19])[CH2:10][C:11]1[CH:16]=[CH:15][CH:14]=[C:13]([I:17])[CH:12]=1)(OC(C)(C)C)=O.O1CCOCC1.[ClH:27]>>[ClH:27].[NH2:8][C@H:9]([CH2:10][C:11]1[CH:16]=[CH:15][CH:14]=[C:13]([I:17])[CH:12]=1)[C:18]([OH:20])=[O:19] |f:3.4|. Procedure: A solution of Boc-3-iodo-D-phenylalanine (5 g, 12.8 mmol, available from Matrix Scientific and 3BSC) in 4M HCl in dioxane (63.9 mL, 256 mmol) under argon was stirred at RT for 15 h. The resulting suspension was filtered, washed with Et2O and dried in vacuo to give the title compound as a white solid. LC-MS B: tR=0.42 min; [M+H]+=291.98. Reactants: C(C)(C)(C)OC(N[C@H](C(CCl)=O)CC1=CC=CC=C1)=O ([1(S)-benzyl-2-oxo-3-chloropropyl]carbamic acid t-butyl ester), C(C)(C)O[Al](OC(C)C)OC(C)C (Triisopropoxyaluminum), Cl (hydrochloric acid). The solvent is C1(=CC=CC=C1)C (toluene). Conditions: temperature 25 celsius, time 16 hour. Yields the product C(C)(C)(C)OC(N[C@H]([C@@H](CCl)O)CC1=CC=CC=C1)=O ([1(S)-benzyl-2(S)-hydroxy-3-chloropropyl]carbamic acid t-butyl ester). RXN SMILES: C(O[Al](OC(C)C)OC(C)C)(C)C.[C:14]([O:18][C:19](=[O:33])[NH:20][C@@H:21]([CH2:26][C:27]1[CH:32]=[CH:31][CH:30]=[CH:29][CH:28]=1)[C:22](=[O:25])[CH2:23][Cl:24])([CH3:17])([CH3:16])[CH3:15].Cl>C1(C)C=CC=CC=1>[C:14]([O:18][C:19](=[O:33])[NH:20][C@@H:21]([CH2:26][C:27]1[CH:28]=[CH:29][CH:30]=[CH:31][CH:32]=1)[C@H:22]([OH:25])[CH2:23][Cl:24])([CH3:17])([CH3:15])[CH3:16]. Reported procedure: Triisopropoxyaluminum (200 mg, 0.98 mmol) was diluted with 6 ml of toluene. Thereto was added 285 mg (0.96 mmol) of [1(S)-benzyl-2-oxo-3-chloropropyl]carbamic acid t-butyl ester, and the mixture was stirred at 25° C. for 16 hours. After hydrolysis with 1N hydrochloric acid, the reaction mixture was extracted with ethyl acetate. The solution obtained was analyzed quantitatively by HPLC under the same conditions as used in Example 1 and the yields and selectivity were calculated. Reactants: tan foam, ClCCCCOC=1C=2C=CNC2C=CC1 (1-chloro-4-(1H-indole-4-oxy)butane), ClC1=CC=C2C(=CNC2=C1)C=1CCNCC1 (6-chloro-3-(1,2,3,6-tetrahydropyridin-4-yl)-1H-indole), C([O-])([O-])=O.[K+].[K+] (potassium carbonate). Procedure: The title compound was prepared in a fashion similar to that described in Example 99 using 1-chloro-4-(1H-indole-4-oxy)butane (0.479 g, 2.15 mmol) and 6-chloro-3-(1,2,3,6-tetrahydropyridin-4-yl)-1H-indole (0.500 g, 2.13 mmol) in the presence of 2.5 equivalents of potassium carbonate (0.742 g, 5.38 mmol) in dimethylformamide at 90° C. Yield 0.220 g (24%) of a tan foam. FDMS m/e=420 (M+ of free base). Product: ClC1=CC=C2C(=CNC2=C1)C=1CCN(CC1)CCCCOC1=C2C=CNC2=CC=C1 (4-[4-(6-chloro-3-indolyl)-1,2,3,6-tetrahydropyridin-1-yl]-1-(4-indolyloxy)butane). Run in CN(C=O)C (dimethylformamide). As a reaction SMILES: Cl[CH2:2][CH2:3][CH2:4][CH2:5][O:6][C:7]1[C:8]2[CH:9]=[CH:10][NH:11][C:12]=2[CH:13]=[CH:14][CH:15]=1.[Cl:16][C:17]1[CH:25]=[C:24]2[C:20]([C:21]([C:26]3[CH2:27][CH2:28][NH:29][CH2:30][CH:31]=3)=[CH:22][NH:23]2)=[CH:19][CH:18]=1.C(=O)([O-])[O-].[K+].[K+]>CN(C)C=O>[Cl:16][C:17]1[CH:25]=[C:24]2[C:20]([C:21]([C:26]3[CH2:27][CH2:28][N:29]([CH2:2][CH2:3][CH2:4][CH2:5][O:6][C:7]4[CH:15]=[CH:14][CH:13]=[C:12]5[C:8]=4[CH:9]=[CH:10][NH:11]5)[CH2:30][CH:31]=3)=[CH:22][NH:23]2)=[CH:19][CH:18]=1 |f:2.3.4|. The reactants are C(C1=CC=CC=C1)N1CC(OCC1)CCl (4-Benzyl-2-chloromethylmorpholine), OCCN1CCNCC1 (4-(2-hydroxyethyl)piperazine). Run at temperature 130 celsius, time 5 hour. Product: C(C1=CC=CC=C1)N1CC(OCC1)CN1CCN(CC1)CCO (4-benzyl-2-[4-(2-hydroxyethyl)-1-piperazinyl]methylmorpholine). Reaction SMILES: [CH2:1]([N:8]1[CH2:13][CH2:12][O:11][CH:10]([CH2:14]Cl)[CH2:9]1)[C:2]1[CH:7]=[CH:6][CH:5]=[CH:4][CH:3]=1.[OH:16][CH2:17][CH2:18][N:19]1[CH2:24][CH2:23][NH:22][CH2:21][CH2:20]1>>[CH2:1]([N:8]1[CH2:13][CH2:12][O:11][CH:10]([CH2:14][N:22]2[CH2:23][CH2:24][N:19]([CH2:18][CH2:17][OH:16])[CH2:20][CH2:21]2)[CH2:9]1)[C:2]1[CH:7]=[CH:6][CH:5]=[CH:4][CH:3]=1. Procedure: 4-Benzyl-2-chloromethylmorpholine (15 g) and 4-(2-hydroxyethyl)piperazine (25 ml) are mixed, and the mixture is heated with stirring at 130° C. for five hours. After the reaction is complete, the mixture is extracted with chloroform, and the extract is dried over magnesium sulfate. The residue thus obtained is concentrated under reduced pressure to give 4-benzyl-2-[4-(2-hydroxyethyl)-1-piperazinyl]methylmorpholine (16 g). Starting materials: CO, COC(=O)c1snnc1C1CC1, N. Yields the product NC(=O)c1snnc1C1CC1. As a reaction SMILES: [CH3:14][OH:15].[CH:1]1([c:4]2[n:5][n:6][s:7][c:8]2[C:9]([O:11][CH3:10])=[O:12])[CH2:2][CH2:3]1.[NH3:13]>>[CH:1]1([c:4]2[n:5][n:6][s:7][c:8]2[C:9](=[O:11])[NH2:13])[CH2:2][CH2:3]1. Reactants: [N+](=O)([O-])N=C1SCCN1 (2-nitroiminothiazolidine), C([O-])([O-])=O.[K+].[K+] (potassium carbonate), ClC1=NC=C(C=C1)CCl (2-chloro-5-pyridylmethylchloride). The solvent is C(C)#N (acetonitrile). Yields the product ClC1=NC=C(C=C1)CN1C(SCC1)=N[N+](=O)[O-] (3-(2-chloro-5-pyridylmethyl)-2-(nitroimino)thiazolidine). As a reaction SMILES: [N+:1]([N:4]=[C:5]1[NH:9][CH2:8][CH2:7][S:6]1)([O-:3])=[O:2].C(=O)([O-])[O-].[K+].[K+].[Cl:16][C:17]1[CH:22]=[CH:21][C:20]([CH2:23]Cl)=[CH:19][N:18]=1>C(#N)C>[Cl:16][C:17]1[CH:22]=[CH:21][C:20]([CH2:23][N:9]2[CH2:8][CH2:7][S:6][C:5]2=[N:4][N+:1]([O-:3])=[O:2])=[CH:19][N:18]=1 |f:1.2.3|. Procedure: A mixture of 2.9 g of 2-nitroiminothiazolidine, 2.9 g of anhydrous potassium carbonate, 3.2 g of 2-chloro-5-pyridylmethylchloride and 50 ml of acetonitrile was refluxed for 5 hours with vigorously stirring. After the reaction, most of the acetonitrile was removed by distillation and water was added to the residue. As the solid product was separated, it was collected by filtration. The crude material was recrystallized from ethanol to give desired 3-(2-chloro-5-pyridylmethyl)-2-(nitroimino)thiazo...